The task is: describe an organic reaction: reactants, conditions, products, and yield. This data is from the Open Reaction Database (ORD), a public repository of structured organic reaction records. Starting materials: FC1=C(C(=C2C=3N([C@H](CO2)C2=CC=CC=C2)C=C(C(C13)=O)C(=O)O)NCCNC1=NC=CC=C1)F ((S)-8,9-difluoro-2,3-dihydro-7-oxo-3-phenyl-10-[2-(2-pyridylamino)ethylamino]-7H-pyrido[1,2,3-de]-1,4-benzoxazine-6-carboxylic acid), COC1=CC=C(CN)C=C1 (4-methoxybenzylamine), ice water. Run in CS(=O)C (DMSO). Yields the product FC=1C(=C2C=3N([C@H](CO2)C2=CC=CC=C2)C=C(C(C3C1NCC1=CC=C(C=C1)OC)=O)C(=O)O)NCCNC1=NC=CC=C1 ((S)-9-fluoro-2,3-dihydro-8-(4-methoxybenzylamino)-7-oxo-3-phenyl-10-[2-(2-pyridylamino)ethylamino]-7H-pyrido[1,2,3-de]-1,4-benzoxazine-6-carboxylic acid). Isolated yield 56.9%. RXN SMILES: F[C:2]1[C:20]2[C:19](=[O:21])[C:18]([C:22]([OH:24])=[O:23])=[CH:17][N:7]3[C@@H:8]([C:11]4[CH:16]=[CH:15][CH:14]=[CH:13][CH:12]=4)[CH2:9][O:10][C:5]([C:6]=23)=[C:4]([NH:25][CH2:26][CH2:27][NH:28][C:29]2[CH:34]=[CH:33][CH:32]=[CH:31][N:30]=2)[C:3]=1[F:35].[CH3:36][O:37][C:38]1[CH:45]=[CH:44][C:41]([CH2:42][NH2:43])=[CH:40][CH:39]=1>CS(C)=O>[F:35][C:3]1[C:4]([NH:25][CH2:26][CH2:27][NH:28][C:29]2[CH:34]=[CH:33][CH:32]=[CH:31][N:30]=2)=[C:5]2[O:10][CH2:9][C@H:8]([C:11]3[CH:12]=[CH:13][CH:14]=[CH:15][CH:16]=3)[N:7]3[CH:17]=[C:18]([C:22]([OH:24])=[O:23])[C:19](=[O:21])[C:20]([C:2]=1[NH:43][CH2:42][C:41]1[CH:44]=[CH:45][C:38]([O:37][CH3:36])=[CH:39][CH:40]=1)=[C:6]23. Reported procedure: A solution of (S)-8,9-difluoro-2,3-dihydro-7-oxo-3-phenyl-10-[2-(2-pyridylamino)ethylamino]-7H-pyrido[1,2,3-de]-1,4-benzoxazine-6-carboxylic acid (560 mg, 1.15 mmol) and 4-methoxybenzylamine (520 μL, 5.86 mmol) in DMSO (5 mL) was stirred at 150° C. for 2 h. The reaction mixture was added portionwise at 0° C. to ice-water and the resulting precipitate was combined by filtration, washed with water. The cake washed with EtOH, collected by filtration and then dried to give (S)-9-fluoro-2,3-dihydro-8... Starting materials: NCC(O)C=1C=C(NS(=O)(=O)C)C=CC1F ((±)-3'-(2-Amino-1-hydroxyethyl)-4'-fluoromethanesulfonanilide), Cl (hydrochloric acid). Yields the product Cl.NCC(O)C=1C=C(NS(=O)(=O)C)C=CC1F ((±)-3'-(2-amino-1-hydroxyethyl)-4'-fluoromethanesulfonanilide hydrochloride). Reaction SMILES: [NH2:1][CH2:2][CH:3]([C:5]1[CH:6]=[C:7]([CH:13]=[CH:14][C:15]=1[F:16])[NH:8][S:9]([CH3:12])(=[O:11])=[O:10])[OH:4].[ClH:17]>>[ClH:17].[NH2:1][CH2:2][CH:3]([C:5]1[CH:6]=[C:7]([CH:13]=[CH:14][C:15]=1[F:16])[NH:8][S:9]([CH3:12])(=[O:10])=[O:11])[OH:4] |f:2.3|. Reported procedure: (±)-3'-(2-Amino-1-hydroxyethyl)-4'-fluoromethanesulfonanilide (2.3 g) was treated with 20% ethanolic hydrochloric acid to give 2.4 g of (±)-3'-(2-amino-1-hydroxyethyl)-4'-fluoromethanesulfonanilide hydrochloride, m.p. 178°-181° C. Elementary analysis for C9H13FN2O3S.HCl. Calcd: C 37.96, H 4.96, N 9.84; Found: C 37.97, H 5.06, N 9.59. The reactants are BrCc1ccccc1, O=C([O-])[O-], COC(=O)c1ccc(O)c(OC)c1, CN(C)C=O, [K+], [K+], O. Product: COC(=O)c1ccc(OCc2ccccc2)c(OC)c1. Reaction SMILES: [Br:20][CH2:21][c:22]1[cH:23][cH:24][cH:25][cH:26][cH:27]1.[C:14](=[O:15])([O-:16])[O-:17].[CH3:1][O:2][C:3](=[O:4])[c:5]1[cH:6][cH:7][c:8]([OH:9])[c:10]([O:11][CH3:12])[cH:13]1.[CH3:29][N:30]([CH3:31])[CH:32]=[O:33].[K+:18].[K+:19].[OH2:28]>>[CH3:1][O:2][C:3](=[O:4])[c:5]1[cH:6][cH:7][c:8]([O:9][CH2:21][c:22]2[cH:23][cH:24][cH:25][cH:26][cH:27]2)[c:10]([O:11][CH3:12])[cH:13]1.